Dataset: the Open Reaction Database (ORD), a public repository of structured organic reaction records. Task: describe an organic reaction: reactants, conditions, products, and yield The reactants are C(C)(=O)O (acetic acid), Cl.C(C)N=C=NCCCN(C)C (1-ethyl-3-(3-dimethylaminopropyl)carbodiimide hydrochloride), CN(C)C1=NC=CC=C1 (dimethylaminopyridine), NC(C)C1=CC=C(C(=O)NC2=C(C=C(C=C2C)C(C(F)(F)F)(C(F)(F)F)F)CC)C=C1 (4-(1-Aminoethyl)-N-[2-ethyl-4-(1,1,1,2,3,3,3-heptafluoropropan-2-yl)-6-methylphenyl]benz amide). The solvent is C(Cl)Cl (methylene chloride). Conditions: time 3 hour. The product is C(C)(=O)NC(C)C1=CC=C(C(=O)NC2=C(C=C(C=C2C)C(C(F)(F)F)(C(F)(F)F)F)CC)C=C1 (4-(1-acetamidoethyl)-N-[2-ethyl-4-(1,1,1,2,3,3,3-heptafluoro propan-2-yl)-6-methylphenyl]benzamide). The yield is 80.0%. Reaction SMILES: [NH2:1][CH:2]([C:4]1[CH:31]=[CH:30][C:7]([C:8]([NH:10][C:11]2[C:16]([CH3:17])=[CH:15][C:14]([C:18]([F:27])([C:23]([F:26])([F:25])[F:24])[C:19]([F:22])([F:21])[F:20])=[CH:13][C:12]=2[CH2:28][CH3:29])=[O:9])=[CH:6][CH:5]=1)[CH3:3].[C:32](O)(=[O:34])[CH3:33].Cl.C(N=C=NCCCN(C)C)C.CN(C1C=CC=CN=1)C>C(Cl)Cl>[C:32]([NH:1][CH:2]([C:4]1[CH:5]=[CH:6][C:7]([C:8]([NH:10][C:11]2[C:16]([CH3:17])=[CH:15][C:14]([C:18]([F:27])([C:19]([F:20])([F:21])[F:22])[C:23]([F:24])([F:25])[F:26])=[CH:13][C:12]=2[CH2:28][CH3:29])=[O:9])=[CH:30][CH:31]=1)[CH3:3])(=[O:34])[CH3:33] |f:2.3|. Procedure: 4-(1-Aminoethyl)-N-[2-ethyl-4-(1,1,1,2,3,3,3-heptafluoropropan-2-yl)-6-methylphenyl]benz amide (0.4 g) was dissolved in methylene chloride (15 ml). To the solution, acetic acid (0.06 g), 1-ethyl-3-(3-dimethylaminopropyl)carbodiimide hydrochloride (0.26 g) and an catalytic amount of dimethylaminopyridine were added and the mixture was stirred at room temperature for 3 hours. The solvent was distilled off under reduced pressure and the residue was added with water followed by extraction twice with...